This data is from the Open Reaction Database (ORD), a public repository of structured organic reaction records. The task is: describe an organic reaction: reactants, conditions, products, and yield The reactants are C(OCC)(OC1=CC=C(C=C1)S(=O)(=O)N1C=2C=CC=CC2C2=CC=C(C=C2C1C)F)=O (ethyl 4-[(8-fluoro-6-methylphenanthridin-5(6H)-yl)sulfonyl]phenyl carbonate), [OH-].[Na+] (sodium hydroxide). The solvent is CO (methanol). Conditions: temperature 75 celsius. Yields the product FC=1C=C2C(N(C=3C=CC=CC3C2=CC1)S(=O)(=O)C1=CC=C(C=C1)O)C (4-[(8-Fluoro-6methylphenanthridin-5(6H)-yl)sulfonyl]phenol), solid. Isolated yield 89.0%. Reaction SMILES: C(=O)([O:5][C:6]1[CH:11]=[CH:10][C:9]([S:12]([N:15]2[CH:28]([CH3:29])[C:27]3[C:22](=[CH:23][CH:24]=[C:25]([F:30])[CH:26]=3)[C:21]3[CH:20]=[CH:19][CH:18]=[CH:17][C:16]2=3)(=[O:14])=[O:13])=[CH:8][CH:7]=1)OCC.[OH-].[Na+]>CO>[F:30][C:25]1[CH:26]=[C:27]2[C:22](=[CH:23][CH:24]=1)[C:21]1[CH:20]=[CH:19][CH:18]=[CH:17][C:16]=1[N:15]([S:12]([C:9]1[CH:8]=[CH:7][C:6]([OH:5])=[CH:11][CH:10]=1)(=[O:14])=[O:13])[CH:28]2[CH3:29] |f:1.2|. Procedure: A solution of ethyl 4-[(8-fluoro-6-methylphenanthridin-5(6H)-yl)sulfonyl]phenyl carbonate (0.45 g, 1.02 mmol) in methanol (5.0 mL) was treated with a 1 N sodium hydroxide (5.1 mL) solution, and heated at 75° C. for 14 hours. After cooling to room temperature, the methanol was evaporated in vacuo. The resulting aqueous mixture was acidified with a 1 N hydrochloric acid solution, diluted with a saturated, aqueous, sodium chloride solution (100 mL), and extracted with dichloromethane (5×15 mL). The... Starting materials: CC1=CC(=NC(N1)=O)C=1C=NC(=CC1)C(F)(F)F (6-methyl-4-(6-trifluoromethyl-pyridin-3-yl)-1H-pyrimidin-2-one), O=P(Cl)(Cl)Cl (phosphoroxychloride). The product is ClC1=NC(=CC(=N1)C)C=1C=NC(=CC1)C(F)(F)F (2-Chloro-4-methyl-6-(6-trifluoromethyl-pyridin-3-yl)-pyrimidine), solid. Yield: 62.0%. As a reaction SMILES: [CH3:1][C:2]1[NH:7][C:6](=O)[N:5]=[C:4]([C:9]2[CH:10]=[N:11][C:12]([C:15]([F:18])([F:17])[F:16])=[CH:13][CH:14]=2)[CH:3]=1.O=P(Cl)(Cl)[Cl:21]>>[Cl:21][C:6]1[N:7]=[C:2]([CH3:1])[CH:3]=[C:4]([C:9]2[CH:10]=[N:11][C:12]([C:15]([F:18])([F:17])[F:16])=[CH:13][CH:14]=2)[N:5]=1. Reported procedure: The title compound was prepared from 6-methyl-4-(6-trifluoromethyl-pyridin-3-yl)-1H-pyrimidin-2-one (2.0 g, 7.84 mmol) and phosphoroxychloride (12 ml) according to the general procedure I. Obtained as an orange solid (1.33 g, 62%). MS (ISP) 274.1 [(M+H)+]; mp 123.5° C. Reactants: CN(C(C=C)=O)C (N,N-dimethyl acrylamide), O (water), [OH-].[Na+] (sodium hydroxide), polystyrene, S(=O)(=O)([O-])OOS(=O)(=O)[O-].[Na+].[Na+] (sodium persulfate), O (water), S(=O)(=O)(OCCCCCCCCCCCC)[O-].[Na+] (sodium dodecyl sulfate), C=C1C(=O)OCC1 (α-methylene-γ-butyrolactone), S(=O)(=O)(OCCCCCCCCCCCC)[O-].[Na+] (sodium dodecyl sulfate). Reaction conditions: temperature 73 celsius, time 60 minute. The product is C=C1C(=O)OCC1.CN(C(C=C)=O)C (α-methylene-γ-butyrolactone N,N-dimethyl acrylamide). RXN SMILES: O.S([O-])(OCCCCCCCCCCCC)(=O)=O.[Na+].[CH2:20]=[C:21]1[CH2:26][CH2:25][O:24][C:22]1=[O:23].[CH3:27][N:28]([CH3:33])[C:29](=[O:32])[CH:30]=[CH2:31].S(OOS([O-])(=O)=O)([O-])(=O)=O.[Na+].[Na+].[OH-].[Na+]>>[CH2:20]=[C:21]1[CH2:26][CH2:25][O:24][C:22]1=[O:23].[CH3:27][N:28]([CH3:33])[C:29](=[O:32])[CH:30]=[CH2:31] |f:1.2,5.6.7,8.9,10.11|. Reported procedure: To a 100 mL round bottom flask equipped with a magnetic stir bar was added 8.844 g (0.491 mol) water and 0.121 g (4.20×10−4 mol) sodium dodecyl sulfate (20% aqueous solution). The mixture was heated under flowing nitrogen to 73° C., at which time a monomer mixture consisting of 2.053 g (2.09×10−2 mol) α-methylene-γ-butyrolactone and 2.113 g (2.13×10−2 mol) N,N-dimethyl acrylamide was added via syringe pump over 120 minutes. After 10 minutes of monomer mixture addition, an aqueous mixture consist... Starting materials: Br.BrC=1C=NC(NC1)=O (5-bromopyrimidin-2-one hydrobromide), BrCC(=O)C1=CC=CC=C1 (α-bromoacetophenone). The solvent is C(C)N(CC)CC (triethylamine), C(C)O (ethanol). The product is BrC=1C=NC(N(C1)CC(=O)C1=CC=CC=C1)=O (5-Bromo-1-phenacylpyrimidin-2-one). Reaction SMILES: Br.[Br:2][C:3]1[CH:4]=[N:5][C:6](=[O:9])[NH:7][CH:8]=1.Br[CH2:11][C:12]([C:14]1[CH:19]=[CH:18][CH:17]=[CH:16][CH:15]=1)=[O:13]>C(N(CC)CC)C.C(O)C>[Br:2][C:3]1[CH:4]=[N:5][C:6](=[O:9])[N:7]([CH2:11][C:12]([C:14]2[CH:19]=[CH:18][CH:17]=[CH:16][CH:15]=2)=[O:13])[CH:8]=1 |f:0.1|. Procedure: A solution of 5-bromopyrimidin-2-one hydrobromide (512 mg) and α-bromoacetophenone (398 mg) in triethylamine (2 ml) and ethanol (10 ml) was stirred at ambient temperature for three and a half hours. After evaporation of solvents, the residue was triturated with water. The product was filtered off and recrystallised from ethanol to give the title pyrimidinone: yield 253 mg: m.p. 161°-163°, λmaxEtOH 241.5 nm (ε 18810), 285 nm (ε 1690), 334.5 nm (ε 3190).